From a dataset of the Open Reaction Database (ORD), a public repository of structured organic reaction records. describe an organic reaction: reactants, conditions, products, and yield The reactants are OC=1C=CC(=NC1)C(=O)N1CCCCC1 ((5-hydroxy-pyridin-2-yl)-piperidin-1-yl-methanone). The solvent is C1CCOC1 (THF). Reaction conditions: temperature 60 celsius. Yields the product N (NH3), N1(CCCCC1)CC1=CC=C(C=N1)O (6-Piperidin-1-ylmethyl-pyridin-3-ol). The yield is 37.1%. Reaction SMILES: [OH:1][C:2]1[CH:3]=[CH:4][C:5]([C:8]([N:10]2[CH2:15][CH2:14][CH2:13][CH2:12][CH2:11]2)=O)=[N:6][CH:7]=1>C1COCC1>[NH3:6].[N:10]1([CH2:8][C:5]2[N:6]=[CH:7][C:2]([OH:1])=[CH:3][CH:4]=2)[CH2:15][CH2:14][CH2:13][CH2:12][CH2:11]1. Procedure details: To a solution of (5-hydroxy-pyridin-2-yl)-piperidin-1-yl-methanone (1.30 g, 6.31 mmol) in THF (100 mL) was added borane-dimethylsulfide complex (1.75 mL, 18.9 mmol). After 18 h the solvent was removed and the residue was diluted with MeOH (50 mL) and heated to 60° C. After 2 h the solvent was evaporated and chromatography of the residue (SiO2: 4-8% 2 M NH3 in MeOH/DCM) gave the title compound as an oil (0.225 g, 17%). Reactants: CCCCN(CCCC)CCCC, [Cl-], [Cu]I, COC(=O)c1ncccc1OS(=O)(=O)C(F)(F)F, C=Cc1ccc(F)cc1, CN(C)C=O. The product is COC(=O)c1ncccc1C=Cc1ccc(F)cc1. As a reaction SMILES: [CH3:1][CH2:2][CH2:3][CH2:4][N:5]([CH2:6][CH2:7][CH2:8][CH3:9])[CH2:10][CH2:11][CH2:12][CH3:13].[Cl-:32].[Cu:47][I:48].[F:14][C:15]([F:16])([F:17])[S:18]([O:19][c:20]1[c:21]([C:26](=[O:27])[O:28][CH3:29])[n:22][cH:23][cH:24][cH:25]1)(=[O:30])=[O:31].[F:33][c:34]1[cH:35][cH:36][c:37]([CH:38]=[CH2:39])[cH:40][cH:41]1.[O:42]=[CH:43][N:44]([CH3:45])[CH3:46]>>[c:20]1([CH:39]=[CH:38][c:37]2[cH:36][cH:35][c:34]([F:33])[cH:41][cH:40]2)[c:21]([C:26](=[O:27])[O:28][CH3:29])[n:22][cH:23][cH:24][cH:25]1. Reactants: BrBr (bromine), BrC1=C(C=C(N1)C#N)C1=CC=C(C=C1)Cl (5-bromo-4-(p-chlorophenyl)pyrrole-2-carbonitrile), O (water). Solvent: O1CCOCC1 (dioxane), O1CCOCC1 (dioxane). Run at time 8 hour. The product is BrC1=C(NC(=C1C1=CC=C(C=C1)Cl)Br)C#N (3,5-Dibromo-4-(p-chlorophenyl)pyrrole-2-carbonitrile). Isolated yield 28.5%. As a reaction SMILES: [Br:1][C:2]1[NH:6][C:5]([C:7]#[N:8])=[CH:4][C:3]=1[C:9]1[CH:14]=[CH:13][C:12]([Cl:15])=[CH:11][CH:10]=1.[Br:16]Br.O>O1CCOCC1>[Br:16][C:4]1[C:3]([C:9]2[CH:14]=[CH:13][C:12]([Cl:15])=[CH:11][CH:10]=2)=[C:2]([Br:1])[NH:6][C:5]=1[C:7]#[N:8]. Reported procedure: A sample of 5-bromo-4-(p-chlorophenyl)pyrrole-2-carbonitrile (2.2 g., 0.0078 mol) is dissolved in 30 mL of dry dioxane. The solution is heated with bromine (1.3 g., 0.008 mol) in dioxane (20 mL) and then stirred overnight at room temperature. The reaction mixture is poured into water precipitating a tan solid (2.6 g., 92%). A portion (1.6 g) is purified by flash chromatography using 75/25 hexane/ethyl acetate to give 0.8 g of grey solid with m.p. 191°-194° C. Reactants: Cl.ClCC=1N=C(OC1C)C1=CC(=CC=C1)OC (4-chloromethyl-2-(3-methoxyphenyl)-5-methyloxazole hydrochloride), [OH-].[Na+] (sodium hydroxide). Procedure details: 10.1 g (0.037 mol) of 4-chloromethyl-2-(3-methoxyphenyl)-5-methyloxazole hydrochloride were suspended in 100 ml of water and 75 ml of dichloromethane. With stirring, a pH of 12 was established in the water phase with 45 ml (0.023 mol) of aqueous sodium hydroxide solution. Subsequently, the phases were separated and the aqueous phase was discarded. The organic phase was concentrated by distillation completely under reduced pressure. The remaining oil crystallized through after the addition of see... Product: ClCC=1N=C(OC1C)C1=CC(=CC=C1)OC (4-Chloromethyl-2-(3-methoxyphenyl)-5-methyloxazole). The solvent is ClCCl (dichloromethane), O (water), O (water). As a reaction SMILES: Cl.[Cl:2][CH2:3][C:4]1[N:5]=[C:6]([C:10]2[CH:15]=[CH:14][CH:13]=[C:12]([O:16][CH3:17])[CH:11]=2)[O:7][C:8]=1[CH3:9].[OH-].[Na+]>O.ClCCl>[Cl:2][CH2:3][C:4]1[N:5]=[C:6]([C:10]2[CH:15]=[CH:14][CH:13]=[C:12]([O:16][CH3:17])[CH:11]=2)[O:7][C:8]=1[CH3:9] |f:0.1,2.3|. Reactants: CC(C)(C#N)c1cccc(C(=O)Nc2ccc(C#N)c(O)c2)c1, O=C([O-])[O-], CN(C)C=O, O=[N+]([O-])c1ccc(Cl)nc1, [K+], [K+]. Product: CC(C)(C#N)c1cccc(C(=O)Nc2ccc(C#N)c(Oc3ccc([N+](=O)[O-])cn3)c2)c1. As a reaction SMILES: [C:11](#[N:12])[c:13]1[c:14]([OH:33])[cH:15][c:16]([NH:19][C:20]([c:21]2[cH:22][c:23]([C:27]([CH3:28])([CH3:29])[C:30]#[N:31])[cH:24][cH:25][cH:26]2)=[O:32])[cH:17][cH:18]1.[C:34](=[O:35])([O-:36])[O-:37].[CH3:40][N:41]([CH3:42])[CH:43]=[O:44].[Cl:1][c:2]1[n:3][cH:4][c:5]([N+:8](=[O:9])[O-:10])[cH:6][cH:7]1.[K+:38].[K+:39]>>[c:2]1([O:33][c:14]2[c:13]([C:11]#[N:12])[cH:18][cH:17][c:16]([NH:19][C:20]([c:21]3[cH:22][c:23]([C:27]([CH3:28])([CH3:29])[C:30]#[N:31])[cH:24][cH:25][cH:26]3)=[O:32])[cH:15]2)[n:3][cH:4][c:5]([N+:8](=[O:9])[O-:10])[cH:6][cH:7]1. The product is NC=1C=2N(C=CN1)C(=NC2C2=CC=C(C=C2)OC2=CC=CC=C2)[C@@H]2CC[C@H](CC2)CO (trans-{4-[8-Amino-1-(4-phenoxyphenyl)-imidazo[1,5-a]pyrazin-3-yl]-cyclohexyl}-methanol). Solvent: C1CCOC1 (THF), C1CCOC1 (THF). Reaction SMILES: C[O:2][C:3]([C@H:5]1[CH2:10][CH2:9][C@H:8]([C:11]2[N:15]3[CH:16]=[CH:17][N:18]=[C:19]([NH2:20])[C:14]3=[C:13]([C:21]3[CH:26]=[CH:25][C:24]([O:27][C:28]4[CH:33]=[CH:32][CH:31]=[CH:30][CH:29]=4)=[CH:23][CH:22]=3)[N:12]=2)[CH2:7][CH2:6]1)=O.[H-].[H-].[H-].[H-].[Li+].[Al+3].C([O-])(O)=O.[Na+]>C1COCC1>[NH2:20][C:19]1[C:14]2[N:15]([C:11]([C@H:8]3[CH2:7][CH2:6][C@H:5]([CH2:3][OH:2])[CH2:10][CH2:9]3)=[N:12][C:13]=2[C:21]2[CH:22]=[CH:23][C:24]([O:27][C:28]3[CH:33]=[CH:32][CH:31]=[CH:30][CH:29]=3)=[CH:25][CH:26]=2)[CH:16]=[CH:17][N:18]=1 |f:1.2.3.4.5.6,7.8|. Reactants: COC(=O)[C@@H]1CC[C@H](CC1)C1=NC(=C2N1C=CN=C2N)C2=CC=C(C=C2)OC2=CC=CC=C2 (trans-4-[8-amino-1-(4-phenoxyphenyl)-imidazo[1,5-a]pyrazin-3-yl]-cyclohexanecarboxylic acid methyl ester), [H-].[H-].[H-].[H-].[Li+].[Al+3] (LiAlH4), C(=O)(O)[O-].[Na+] (NaHCO3). Procedure details: A solution of trans-4-[8-amino-1-(4-phenoxyphenyl)-imidazo[1,5-a]pyrazin-3-yl]-cyclohexanecarboxylic acid methyl ester (150.0 mg, 0.3390 mmol) in THF (10 mL, 0.1 mol) was cooled to −78° C., and 1.0 M of LiAlH4 in THF (1.50 mL) was added dropwise. The solution was allowed to warm to rt. Sat. NaHCO3 (10 mL) was added to quench, and the THF was removed in vacuo. DCM was added, and the mixture was transferred to a separatory funnel. The organic layer was extracted with sat. NaHCO3, washed with brine... Reactants: O=C1N(C(c2ccccc2)c2ccccc2)c2ccccc2C12COc1ccc3nonc3c12, COc1cc2c(cc1C)C1(CO2)C(=O)N(C(c2ccccc2)c2ccccc2)c2ccccc21. Yields the product O=C1Nc2ccccc2C12COc1ccc3nonc3c12. RXN SMILES: [c:1]1([CH:2]([c:3]2[cH:4][cH:5][cH:6][cH:7][cH:29]2)[N:8]2[C:9](=[O:28])[C:10]3([CH2:11][O:12][c:13]4[cH:14][cH:15][c:16]5[c:17]([n:18][o:19][n:20]5)[c:21]43)[c:22]3[cH:23][cH:24][cH:25][cH:26][c:27]32)[cH:30][cH:31][cH:32][cH:33][cH:34]1.[c:35]1([CH:36]([c:37]2[cH:38][cH:39][cH:40][cH:41][cH:42]2)[N:43]2[c:44]3[c:45]([cH:46][cH:47][cH:48][cH:49]3)[C:50]3([c:51]4[cH:52][c:53]([CH3:54])[c:55]([O:56][CH3:57])[cH:58][c:59]4[O:60][CH2:61]3)[C:62]2=[O:63])[cH:64][cH:65][cH:66][cH:67][cH:68]1>>[NH:8]1[C:9](=[O:28])[C:10]2([CH2:11][O:12][c:13]3[cH:14][cH:15][c:16]4[c:17]([n:18][o:19][n:20]4)[c:21]32)[c:22]2[cH:23][cH:24][cH:25][cH:26][c:27]21.